Dataset: the Open Reaction Database (ORD), a public repository of structured organic reaction records. Task: describe an organic reaction: reactants, conditions, products, and yield The solvent is C(C)O (ethanol). Procedure: 16.8 g of sodium hydroxide was dissolved in 350 ml of ethanol and 17.2 g of 3-chloromethylpyridine hydrochloride and 23.7 g of 2-mercaptoethanamine hydrochloride were added with ice bath cooling. The reaction mixture was allowed to warm to room temperature over 2 hours, was concentrated, diluted with water, and extracted with 3×100 ml of dichloromethane. The combined organic layers were washed with saturated brine, dried over potassium carbonate and concentrated. The residue was distilled to giv... RXN SMILES: [OH-].[Na+].Cl.Cl[CH2:5][C:6]1[CH:7]=[N:8][CH:9]=[CH:10][CH:11]=1.Cl.[SH:13][CH2:14][CH2:15][NH2:16]>C(O)C>[N:8]1[CH:9]=[CH:10][CH:11]=[C:6]([CH2:5][S:13][CH2:14][CH2:15][NH2:16])[CH:7]=1 |f:0.1,2.3,4.5|. The yield is 69.7%. Yields the product N1=CC(=CC=C1)CSCCN (2-[[(3-pyridyl)methyl]thio]ethanamine). The reactants are Cl.ClCC=1C=NC=CC1 (3-chloromethylpyridine hydrochloride), Cl.SCCN (2-mercaptoethanamine hydrochloride), [OH-].[Na+] (sodium hydroxide). Reactants: FC=1C=C(C=C(C1)F)B(O)O (3,5-difluorophenylboronic acid), C([O-])([O-])=O.[Na+].[Na+] (sodium carbonate), C(C1=CC=CC=C1)(=O)N1CCC=2NC=3C=CC=C(C3C2CC1)Br (3-benzoyl-10-bromo-1,2,3,4,5,6-hexahydroazepino[4,5-b]indole), CO.C(Cl)(Cl)Cl (MeOH CHCl3). Reagents/catalysts: C=1C=CC(=CC1)[P](C=2C=CC=CC2)(C=3C=CC=CC3)[Pd]([P](C=4C=CC=CC4)(C=5C=CC=CC5)C=6C=CC=CC6)([P](C=7C=CC=CC7)(C=8C=CC=CC8)C=9C=CC=CC9)[P](C=1C=CC=CC1)(C=1C=CC=CC1)C=1C=CC=CC1 (tetrakis(triphenylphosphine)palladium). The solvent is C1CCOC1.O (THF H2O), C(OC)COC (dimethoxyethane). Yields the product C(C1=CC=CC=C1)(=O)N1CCC=2NC=3C=CC=C(C3C2CC1)C1=CC(=CC(=C1)F)F (3-Benzoyl-10-(3,5-difluorophenyl)-1,2,3,4,5,6-hexahydroazepino[4,5-b]indole). Yield: 100.0%. RXN SMILES: [C:1]([N:9]1[CH2:22][CH2:21][C:20]2[C:19]3[C:18](Br)=[CH:17][CH:16]=[CH:15][C:14]=3[NH:13][C:12]=2[CH2:11][CH2:10]1)(=[O:8])[C:2]1[CH:7]=[CH:6][CH:5]=[CH:4][CH:3]=1.[F:24][C:25]1[CH:26]=[C:27](B(O)O)[CH:28]=[C:29]([F:31])[CH:30]=1.C(=O)([O-])[O-].[Na+].[Na+].CO.C(Cl)(Cl)Cl>C(COC)OC.C1COCC1.O.C1C=CC([P]([Pd]([P](C2C=CC=CC=2)(C2C=CC=CC=2)C2C=CC=CC=2)([P](C2C=CC=CC=2)(C2C=CC=CC=2)C2C=CC=CC=2)[P](C2C=CC=CC=2)(C2C=CC=CC=2)C2C=CC=CC=2)(C2C=CC=CC=2)C2C=CC=CC=2)=CC=1>[C:1]([N:9]1[CH2:22][CH2:21][C:20]2[C:19]3[C:18]([C:27]4[CH:26]=[C:25]([F:24])[CH:30]=[C:29]([F:31])[CH:28]=4)=[CH:17][CH:16]=[CH:15][C:14]=3[NH:13][C:12]=2[CH2:11][CH2:10]1)(=[O:8])[C:2]1[CH:7]=[CH:6][CH:5]=[CH:4][CH:3]=1 |f:2.3.4,5.6,8.9,^1:62,64,83,102|. Procedure details: A mixture of 3-benzoyl-10-bromo-1,2,3,4,5,6-hexahydroazepino[4,5-b]indole (0.923 g, 2.5 mmol) and tetrakis(triphenylphosphine)palladium (0.29 g, 0.25 mmol) in dimethoxyethane (10.0 mL) and a solution of 3,5-difluorophenylboronic acid (0.95 g of a 50% by weight solution in THF/H2O, 3.0 mmol) and sodium carbonate (2 M, 12.0 mL) were reacted in a manner similar to Preparation 1. Column chromatography (silica gel, 1-5% MeOH/CHCl3) afforded 1.03 g (100%) of a white solid: mp 198-201° C.; 1H NMR (400 ...